Dataset: the Open Reaction Database (ORD), a public repository of structured organic reaction records. Task: describe an organic reaction: reactants, conditions, products, and yield Starting materials: CO, CO, CC=O, Cl, O, NC(C(=O)O)c1ccccc1. Yields the product CCNC(C(=O)O)c1ccccc1, Cl. RXN SMILES: [CH3:16][OH:17].[CH3:18][OH:19].[CH:1]([CH3:2])=[O:3].[ClH:15].[OH2:20].[c:4]1([CH:10]([NH2:11])[C:12](=[O:13])[OH:14])[cH:5][cH:6][cH:7][cH:8][cH:9]1>>[CH2:1]([CH3:2])[NH:11][CH:10]([c:4]1[cH:5][cH:6][cH:7][cH:8][cH:9]1)[C:12](=[O:13])[OH:14].[ClH:15].